Dataset: the Open Reaction Database (ORD), a public repository of structured organic reaction records. Task: describe an organic reaction: reactants, conditions, products, and yield Starting materials: ClC=1C=CC2=C(C(=NCC=3N2C(=NN3)CCl)C3=CC=CC=C3)C1 (8-chloro-1-(chloromethyl)-6-phenyl-4H-s-triazolo[4,3-a][1,4]-benzodiazepine), CN(O)C (N,N-dimethylhydroxylamine), [H-].[Na+] (sodium hydride). Solvent: CN(C=O)C (dimethylformamide). Reaction conditions: time 1 hour. Product: ClC=1C=CC2=C(C(=NCC=3N2C(=NN3)CN(C)C)C3=CC=CC=C3)C1 (8-chloro-1-[(dimethylamino)methyl]-6-phenyl-4H-s-triazolo[4,3-a][1,4]benzodiazepine), hydrate. Reaction SMILES: [CH3:1][N:2]([CH3:4])O.[H-].[Na+].[Cl:7][C:8]1[CH:9]=[CH:10][C:11]2[N:17]3[C:18]([CH2:21]Cl)=[N:19][N:20]=[C:16]3[CH2:15][N:14]=[C:13]([C:23]3[CH:28]=[CH:27][CH:26]=[CH:25][CH:24]=3)[C:12]=2[CH:29]=1>CN(C)C=O>[Cl:7][C:8]1[CH:9]=[CH:10][C:11]2[N:17]3[C:18]([CH2:21][N:2]([CH3:4])[CH3:1])=[N:19][N:20]=[C:16]3[CH2:15][N:14]=[C:13]([C:23]3[CH:24]=[CH:25][CH:26]=[CH:27][CH:28]=3)[C:12]=2[CH:29]=1 |f:1.2|. Procedure: A stirred solution of N,N-dimethylhydroxylamine (3.67 g., 0.06 mole) in dry dimethylformamide (50 ml. is cooled in an ice bath, under nitrogen, and treated with a 57% mineral oil suspension of sodium hydride (0.84 g., 0.02 mole). The mixture is kept at ambient temperature for 1 hour (a precipitate formed) and then cooled in an ice bath and treated with 8-chloro-1-(chloromethyl)-6-phenyl-4H-s-triazolo[4,3-a][1,4]-benzodiazepine (6.86 g., 0.02 mole). The mixture is kept at ambient temperature for ... Yields the product COc1cc(Cl)cc(CO)c1Cl. As a reaction SMILES: [Al+3:2].[CH3:24][CH2:25][O:26][CH2:27][CH3:28].[CH3:29][CH2:30][O:31][C:32](=[O:33])[CH3:34].[Cl:7][c:8]1[c:9]([C:10](=[O:11])[O:12][CH3:13])[cH:14][c:15]([Cl:20])[cH:16][c:17]1[O:18][CH3:19].[H-:1].[H-:4].[H-:5].[H-:6].[Li+:3].[Na+:23].[OH-:22].[OH2:21]>>[Cl:7][c:8]1[c:9]([CH2:10][OH:11])[cH:14][c:15]([Cl:20])[cH:16][c:17]1[O:18][CH3:19]. Reactants: [Al+3], CCOCC, CCOC(C)=O, COC(=O)c1cc(Cl)cc(OC)c1Cl, [H-], [H-], [H-], [H-], [Li+], [Na+], [OH-], O. The product is 22.5, Cl.CC1=NC2=C(N1CCC)C=CC(=C2)C(=O)Cl (2-methyl-1-propyl-1H-benzimidazole-5-carbonyl chloride monohydrochloride). Procedure details: To a stirred mixture of 18 parts of 2-methyl-1-propyl-1H-benzimidazole-5-carboxylic acid and 150 parts of trichloromethane are added dropwise 29.8 parts of thionyl chloride. Upon completion, stirring is continued for 20 minutes at reflux. The reaction mixture is cooled, dried, filtered and evaporated, yielding 22.5 parts of 2-methyl-1-propyl-1H-benzimidazole-5-carbonyl chloride monohydrochloride as a residue. As a reaction SMILES: [CH3:1][C:2]1[N:6]([CH2:7][CH2:8][CH3:9])[C:5]2[CH:10]=[CH:11][C:12]([C:14]([OH:16])=O)=[CH:13][C:4]=2[N:3]=1.S(Cl)([Cl:19])=O>ClC(Cl)Cl>[ClH:19].[CH3:1][C:2]1[N:6]([CH2:7][CH2:8][CH3:9])[C:5]2[CH:10]=[CH:11][C:12]([C:14]([Cl:19])=[O:16])=[CH:13][C:4]=2[N:3]=1 |f:3.4|. Conditions: time 20 minute. Run in ClC(Cl)Cl (trichloromethane). Reactants: 18, CC1=NC2=C(N1CCC)C=CC(=C2)C(=O)O (2-methyl-1-propyl-1H-benzimidazole-5-carboxylic acid), S(=O)(Cl)Cl (thionyl chloride). Starting materials: Cl (HCl), BrC=1C=C(C(=O)O)C=C(C1)C#N (3-Bromo-5-cyano-benzoic acid), FC=1C=C(C=CC1)B(O)O (3-fluorophenylboronic acid), C(=O)([O-])[O-].[K+].[K+] (K2CO3). The reagents and catalysts are C=1C=CC(=CC1)[P](C=2C=CC=CC2)(C=3C=CC=CC3)[Pd]([P](C=4C=CC=CC4)(C=5C=CC=CC5)C=6C=CC=CC6)([P](C=7C=CC=CC7)(C=8C=CC=CC8)C=9C=CC=CC9)[P](C=1C=CC=CC1)(C=1C=CC=CC1)C=1C=CC=CC1 (Pd(PPh3)4). The solvent is CCOC(=O)C (EtOAc), O (water), CN(C)C=O (DMF). Reaction conditions: temperature 100 celsius. Yields the product C(#N)C=1C=C(C(=O)O)C=C(C1)C1=CC(=CC=C1)F (3-Cyano-5-(3-fluorophenyl)benzoic acid). Yield: 56.5%. As a reaction SMILES: Br[C:2]1[CH:3]=[C:4]([CH:8]=[C:9]([C:11]#[N:12])[CH:10]=1)[C:5]([OH:7])=[O:6].[F:13][C:14]1[CH:15]=[C:16](B(O)O)[CH:17]=[CH:18][CH:19]=1.C([O-])([O-])=O.[K+].[K+].Cl>CN(C=O)C.C1C=CC([P]([Pd]([P](C2C=CC=CC=2)(C2C=CC=CC=2)C2C=CC=CC=2)([P](C2C=CC=CC=2)(C2C=CC=CC=2)C2C=CC=CC=2)[P](C2C=CC=CC=2)(C2C=CC=CC=2)C2C=CC=CC=2)(C2C=CC=CC=2)C2C=CC=CC=2)=CC=1.CCOC(C)=O.O>[C:11]([C:9]1[CH:8]=[C:4]([CH:3]=[C:2]([C:18]2[CH:17]=[CH:16][CH:15]=[C:14]([F:13])[CH:19]=2)[CH:10]=1)[C:5]([OH:7])=[O:6])#[N:12] |f:2.3.4,^1:38,40,59,78|. Procedure: To a solution of 3-Bromo-5-cyano-benzoic acid (2 g, 8.8 mmol, 1 eq) and 3-fluorophenylboronic acid (1.6 g, 11.5 mmol, 1.3 eq) in DMF (100 mL) under nitrogen were added Pd(PPh3)4 (500 mg, 0.44 mmol, 0.05 eq) and K2CO3 (3.6 g, 26.4 mmol, 3 eq). The solution was heated at 100° C. overnight, then water and EtOAc were added. The aqueous layer was acidified by addition of diluted HCl and extracted with EtOAc. The combined organic extracts were dried (Na2SO4), filtered and evaporated in vacuo. The resi...